Task: describe an organic reaction: reactants, conditions, products, and yield. Dataset: the Open Reaction Database (ORD), a public repository of structured organic reaction records Starting materials: NC(=NC(C1=C(C=C(C(=C1)S(=O)(=O)C)N1CCCCC1)C)=O)N (N-diaminomethylene-2-methyl-4-piperidino-5-methylsulfonylbenzamide), Cl (HCl). Product: Cl.Cl.NC(=NC(C1=C(C=C(C(=C1)S(=O)(=O)C)N1CCCCC1)C)=O)N (N-diaminomethylene-2-methyl-4-piperidino-5-methylsulfonylbenzamide, dihydrochloride). As a reaction SMILES: [NH2:1][C:2]([NH2:23])=[N:3][C:4](=[O:22])[C:5]1[CH:10]=[C:9]([S:11]([CH3:14])(=[O:13])=[O:12])[C:8]([N:15]2[CH2:20][CH2:19][CH2:18][CH2:17][CH2:16]2)=[CH:7][C:6]=1[CH3:21].[ClH:24]>>[ClH:24].[ClH:24].[NH2:23][C:2]([NH2:1])=[N:3][C:4](=[O:22])[C:5]1[CH:10]=[C:9]([S:11]([CH3:14])(=[O:13])=[O:12])[C:8]([N:15]2[CH2:20][CH2:19][CH2:18][CH2:17][CH2:16]2)=[CH:7][C:6]=1[CH3:21] |f:2.3.4|. Procedure: 2.1 g of N-diaminomethylene-2-methyl-4-piperidino-5-methylsulfonylbenzamide [obtainable according to Example 3] are treated for 1 hour with 1-molar aqueous HCl solution and then freeze-dried, to give N-diaminomethylene-2-methyl-4-piperidino-5-methylsulfonylbenzamide, dihydrochloride, m.p. 247°.